This data is from the Open Reaction Database (ORD), a public repository of structured organic reaction records. The task is: describe an organic reaction: reactants, conditions, products, and yield Starting materials: O (H2O), [H-].[Na+] (NaH), CI (MeI), COC(=O)[C@@H]1CC[C@H](CC1)CN1C(NC2=C1C=C(C=C2)C(F)(F)F)=O (trans-4-(2-Oxo-6-trifluoromethyl-2,3-dihydro-benzoimidazol-1-ylmethyl)-cyclohexanecarboxylic acid methyl ester). Run in CN(C)C=O (DMF). Reaction conditions: time 2 day. The product is COC(=O)[C@@H]1CC[C@H](CC1)CN1C(N(C2=C1C=C(C=C2)C(F)(F)F)C)=O (trans-4-(3-Methyl-2-oxo-6-trifluoromethyl-2,3-dihydro-benzoimidazol-1-ylmethyl)-cyclohexanecarboxylic acid methyl ester). RXN SMILES: [CH3:1][O:2][C:3]([C@H:5]1[CH2:10][CH2:9][C@H:8]([CH2:11][N:12]2[C:16]3[CH:17]=[C:18]([C:21]([F:24])([F:23])[F:22])[CH:19]=[CH:20][C:15]=3[NH:14][C:13]2=[O:25])[CH2:7][CH2:6]1)=[O:4].[H-].[Na+].[CH3:28]I.O>CN(C=O)C>[CH3:1][O:2][C:3]([C@H:5]1[CH2:10][CH2:9][C@H:8]([CH2:11][N:12]2[C:16]3[CH:17]=[C:18]([C:21]([F:24])([F:22])[F:23])[CH:19]=[CH:20][C:15]=3[N:14]([CH3:28])[C:13]2=[O:25])[CH2:7][CH2:6]1)=[O:4] |f:1.2|. Procedure details: trans-4-(2-Oxo-6-trifluoromethyl-2,3-dihydro-benzoimidazol-1-ylmethyl)-cyclohexanecarboxylic acid methyl ester (0.87 mg, 2.44 mmol) was dissolved in anhydrous DMF. NaH (1.95 g, 4.9 mmol, 60% in mineral oil) and MeI (0.30 ml, 4.9 mmol) were added and the mixture was stirred at room temperature for two days. H2O was added and the solvents were evaporated. The crude was dissolved in DCM (15 ml) and washed with H2O (10 ml). The organic layer was dried over Na2SO4, filtered and the solvent removed to... The reactants are ClC1=NC(=NC(=C1)NC1=C(C(=CC=C1)C)C)NCC(=O)OCC (ethyl 4-chloro-6-(2,3-xylidino)-2-pyrimidinylaminoacetate), N (ammonia), O (water). Conditions: temperature 120 celsius. Yields the product ClC1=NC(=NC(=C1)NC1=C(C(=CC=C1)C)C)NC(CN)=O (N-[4-Chloro-6-(2,3-xylidino)-2-pyrimidinyl]-aminoacetic acid amide). Reaction SMILES: [Cl:1][C:2]1[CH:7]=[C:6]([NH:8][C:9]2[CH:14]=[CH:13][CH:12]=[C:11]([CH3:15])[C:10]=2[CH3:16])[N:5]=[C:4]([NH:17][CH2:18][C:19](OCC)=O)[N:3]=1.[NH3:24].[OH2:25]>>[Cl:1][C:2]1[CH:7]=[C:6]([NH:8][C:9]2[CH:14]=[CH:13][CH:12]=[C:11]([CH3:15])[C:10]=2[CH3:16])[N:5]=[C:4]([NH:17][C:18](=[O:25])[CH2:19][NH2:24])[N:3]=1. Procedure details: A suspension of ethyl 4-chloro-6-(2,3-xylidino)-2-pyrimidinylaminoacetate (500 mg) in a 10% ammonia ethanolic solution (5 ml) is heated for 20 hours at 120° C. in closed vessel. The mixture is then diluted with water (10 ml) and filtered, yielding 300 mg of the desired amide (I, 3). By the same method the amides of the following acids have been prepared: Solvent: O (water), CC(=O)C (acetone). Reported procedure: 6.4 g (18.7 mmol) of (4-{2-[3-(2-ethyl-[1,3]dioxolan-2-yl)phenyl]ethyl}2-hydroxymethyl-phenyl)methanol are dissolved in a mixture of 40 ml of water and 40 ml of acetone. 650 mg of paratoluene-sulfonic acid are added, and the medium is stirred for 5 hours. After the usual treatment, the desired product is pure without purification, and obtained in the form of colorless oil (m=5.57 g; Y=100%). Yields the product OCC=1C=C(C=CC1CO)CCC=1C=C(C=CC1)C(CC)=O (1-{3-[2-(3,4-Bis-hydroxymethylphenyl)ethyl]-phenyl}propan-1-one). Reaction conditions: time 5 hour. The reactants are C(C)C1(OCCO1)C=1C=C(C=CC1)CCC1=CC(=C(C=C1)CO)CO ((4-{2-[3-(2-ethyl-[1,3]dioxolan-2-yl)phenyl]ethyl}2-hydroxymethyl-phenyl)methanol), C1(=CC=C(C=C1)S(=O)(=O)O)C (paratoluene-sulfonic acid). Reaction SMILES: [CH2:1]([C:3]1([C:8]2[CH:9]=[C:10]([CH2:14][CH2:15][C:16]3[CH:21]=[CH:20][C:19]([CH2:22][OH:23])=[C:18]([CH2:24][OH:25])[CH:17]=3)[CH:11]=[CH:12][CH:13]=2)OCC[O:4]1)[CH3:2].C1(C)C=CC(S(O)(=O)=O)=CC=1>O.CC(C)=O>[OH:25][CH2:24][C:18]1[CH:17]=[C:16]([CH2:15][CH2:14][C:10]2[CH:9]=[C:8]([C:3](=[O:4])[CH2:1][CH3:2])[CH:13]=[CH:12][CH:11]=2)[CH:21]=[CH:20][C:19]=1[CH2:22][OH:23].